This data is from the Open Reaction Database (ORD), a public repository of structured organic reaction records. The task is: describe an organic reaction: reactants, conditions, products, and yield Reactants: O=C(O)c1ncn2cc(Br)sc12, CCCCCC, Clc1ccc(Cl)c(Cl)c1. The product is Brc1cn2cncc2s1. As a reaction SMILES: [Br:1][c:2]1[cH:3][n:4]2[c:5]([s:6]1)[c:7]([C:10]([OH:11])=[O:12])[n:8][cH:9]2.[CH3:22][CH2:23][CH2:24][CH2:25][CH2:26][CH3:27].[Cl:13][c:14]1[cH:15][c:16]([Cl:17])[c:18]([Cl:19])[cH:20][cH:21]1>>[Br:1][c:2]1[cH:3][n:4]2[c:5]([s:6]1)[cH:7][n:8][cH:9]2. The reactants are C1(=CC=CC=C1)S(=O)(=O)CF (fluoromethyl phenyl sulfone), P(OCC)(OCC)(=O)Cl (phosphorochloridic acid, diethyl ester), O1CCCC1 (tetrahydrofuran), ice, [Cl-].[NH4+] (ammonium chloride), C[Si]([N-][Si](C)(C)C)(C)C.[Li+] (lithium hexamethyldisilazide), O1CCCC1 (tetrahydrofuran), O=C1CN(C1)C(=O)OC(C)(C)C (tert-butyl 3-oxoazetidine-1-carboxylate), O1CCCC1 (tetrahydrofuran). Run in CCOC(=O)C (EtOAc). Conditions: temperature -78 celsius, time 1 hour. Product: FC(S(=O)(=O)C1=CC=CC=C1)=C1CN(C1)C(=O)OC(C)(C)C (tert-butyl 3-[fluoro(phenylsulfonyl)methylene]azetidine-1-carboxylate). Isolated yield 77.4%. Reaction SMILES: [C:1]1([S:7]([CH2:10][F:11])(=[O:9])=[O:8])[CH:6]=[CH:5][CH:4]=[CH:3][CH:2]=1.P(Cl)(=O)(OCC)OCC.O1CCCC1.C[Si](C)(C)[N-][Si](C)(C)C.[Li+].O=[C:37]1[CH2:40][N:39]([C:41]([O:43][C:44]([CH3:47])([CH3:46])[CH3:45])=[O:42])[CH2:38]1.[Cl-].[NH4+]>CCOC(C)=O>[F:11][C:10](=[C:37]1[CH2:38][N:39]([C:41]([O:43][C:44]([CH3:47])([CH3:46])[CH3:45])=[O:42])[CH2:40]1)[S:7]([C:1]1[CH:2]=[CH:3][CH:4]=[CH:5][CH:6]=1)(=[O:9])=[O:8] |f:3.4,6.7|. Reported procedure: To a mixture of fluoromethyl phenyl sulfone (0.50 g, 2.9 mmol) and phosphorochloridic acid, diethyl ester (0.415 mL, 2.87 mmol) in tetrahydrofuran (6 mL, 70 mmol) was added 1.000 M of lithium hexamethyldisilazide in tetrahydrofuran (6.2 mL, 6.2 mmol) dropwise at −78° C. After the mixture was stirred at −78° C. for 1 h, a solution of tert-butyl 3-oxoazetidine-1-carboxylate (0.378 g, 2.21 mmol) in tetrahydrofuran (1.3 mL, 16 mmol) was added. The reaction was allowed to warm to ambient temperature ... Starting materials: C(C)(C)(C)OC(NCC(=O)NNC(C)=O)=O (tert-butyl[2-(2-acetylhydrazino)-2-oxoethyl]carbamate), COC=1C=CC(=CC1)P2(=S)SP(=S)(S2)C=3C=CC(=CC3)OC (Lawesson's reagent). The solvent is C1CCOC1 (THF). The product is C(C)(C)(C)OC(NCC=1SC(=NN1)C)=O (tert-butyl[(5-methyl-1,3,4-thiadiazol-2-yl)methyl]carbamate). Isolated yield 79.3%. As a reaction SMILES: [C:1]([O:5][C:6](=[O:16])[NH:7][CH2:8][C:9]([NH:11][NH:12][C:13](=O)[CH3:14])=O)([CH3:4])([CH3:3])[CH3:2].COC1C=CC(P2(SP(C3C=CC(OC)=CC=3)(=S)S2)=[S:26])=CC=1>C1COCC1>[C:1]([O:5][C:6](=[O:16])[NH:7][CH2:8][C:9]1[S:26][C:13]([CH3:14])=[N:12][N:11]=1)([CH3:4])([CH3:3])[CH3:2]. Procedure details: To a 37.5 mL THF solution of tert-butyl[2-(2-acetylhydrazino)-2-oxoethyl]carbamate (496 mg, 2.15 mmol) was added Lawesson's reagent (900 mg, 2.23 mmol). The resulting reaction mixture was heated to reflux for 3 hr. The reaction was concentrated and chromatographed on silica gel eluting with a gradient solvent mixture of AcOEt & dichloromethane to give the title compound as white crystalline solid (391 mg).